This data is from the Open Reaction Database (ORD), a public repository of structured organic reaction records. The task is: describe an organic reaction: reactants, conditions, products, and yield The reactants are FC(COC1=CC=C(C=C1)NCC=1C=NC=CC1)(F)F (3-[4-(2,2,2-trifluoroethoxy)phenylaminomethyl]pyridine), C([O-])([O-])=O.[K+].[K+] (potassium carbonate), CS(=O)(=O)Cl (methanesulfonyl chloride). Solvent: ClCCl (dichloromethane), ClCCl (dichloromethane). Conditions: time 3 day. Yields the product N1=CC(=CC=C1)CN(S(=O)(=O)C)C1=CC=C(C=C1)OCC(F)(F)F (N-(pyridin-3-ylmethyl)-N-[4-(2,2,2-trifluoroethoxy)phenyl]-methanesulfonamide). RXN SMILES: [F:1][C:2]([F:20])([F:19])[CH2:3][O:4][C:5]1[CH:10]=[CH:9][C:8]([NH:11][CH2:12][C:13]2[CH:14]=[N:15][CH:16]=[CH:17][CH:18]=2)=[CH:7][CH:6]=1.C(=O)([O-])[O-].[K+].[K+].[CH3:27][S:28](Cl)(=[O:30])=[O:29]>ClCCl>[N:15]1[CH:16]=[CH:17][CH:18]=[C:13]([CH2:12][N:11]([C:8]2[CH:7]=[CH:6][C:5]([O:4][CH2:3][C:2]([F:1])([F:19])[F:20])=[CH:10][CH:9]=2)[S:28]([CH3:27])(=[O:30])=[O:29])[CH:14]=1 |f:1.2.3|. Procedure: A 4.2 g. portion of 3-[4-(2,2,2-trifluoroethoxy)phenylaminomethyl]pyridine was dissolved in 15 ml. of dichloromethane, and to it were added 2.7 g. of potassium carbonate and 1.6 ml. of methanesulfonyl chloride. The mixture was stirred at ambient temperature for 3 days, and it was then diluted with dichloromethane, extracted with 25 ml. of water, dried over magnesium sulfate and evaporated to an oil. The residue was taken up in diethyl ether, and the insoluble portion was separated. The product s...